This data is from the Open Reaction Database (ORD), a public repository of structured organic reaction records. The task is: describe an organic reaction: reactants, conditions, products, and yield Reactants: Cc1cc(C(C)(C)C)c(O)c(C(C)(C)C)c1, C=CCOC(=O)C(=C)C, CCO, COCCOC, Cl[SiH](Cl)Cl, Oc1ccc(O)cc1. Product: C=C(C)C(=O)OCCC[Si](Cl)(Cl)Cl. RXN SMILES: [C:18]([c:19]1[cH:20][c:21]([CH3:22])[cH:23][c:24]([C:25]([CH3:26])([CH3:27])[CH3:28])[c:29]1[OH:30])([CH3:31])([CH3:32])[CH3:33].[C:1]([C:2](=[CH2:3])[CH3:4])(=[O:5])[O:6][CH2:7][CH:8]=[CH2:9].[CH2:38]([OH:39])[CH3:40].[CH3:41][O:42][CH2:43][CH2:44][O:45][CH3:46].[Cl:34][SiH:35]([Cl:36])[Cl:37].[OH:10][c:11]1[cH:12][cH:13][c:14]([OH:15])[cH:16][cH:17]1>>[C:1]([C:2](=[CH2:3])[CH3:4])(=[O:5])[O:6][CH2:7][CH2:8][CH2:9][Si:35]([Cl:34])([Cl:36])[Cl:37]. The reactants are [Br-], CC(C)(C)OC(=O)N1C(CC2CCCCC2)C(CCO)OC1(C)C, ClCCl, CCOC(=O)N=NC(=O)OCC, O, c1ccc(P(c2ccccc2)c2ccccc2)cc1, c1cc[nH+]cc1. The product is CC(C)(C)OC(=O)N1C(CC2CCCCC2)C(CCBr)OC1(C)C. As a reaction SMILES: [Br-:56].[C:13](=[O:14])([O:15][C:16]([CH3:17])([CH3:18])[CH3:19])[N:20]1[C:21]([CH3:35])([CH3:36])[O:22][CH:23]([CH2:32][CH2:33][OH:34])[CH:24]1[CH2:25][CH:26]1[CH2:27][CH2:28][CH2:29][CH2:30][CH2:31]1.[Cl:63][CH2:64][Cl:65].[O:1]=[C:2]([O:3][CH2:4][CH3:5])[N:6]=[N:7][C:8]([O:9][CH2:10][CH3:11])=[O:12].[OH2:66].[c:37]1([P:38]([c:39]2[cH:40][cH:41][cH:42][cH:43][cH:44]2)[c:45]2[cH:46][cH:47][cH:48][cH:49][cH:50]2)[cH:51][cH:52][cH:53][cH:54][cH:55]1.[nH+:57]1[cH:58][cH:59][cH:60][cH:61][cH:62]1>>[C:13](=[O:14])([O:15][C:16]([CH3:17])([CH3:18])[CH3:19])[N:20]1[C:21]([CH3:35])([CH3:36])[O:22][CH:23]([CH2:32][CH2:33][Br:56])[CH:24]1[CH2:25][CH:26]1[CH2:27][CH2:28][CH2:29][CH2:30][CH2:31]1. The reactants are NC(=NC(C1=C(C=C(C(=C1)S(=O)(=O)C)S(=O)(=O)C)C)=O)N (N-diaminomethylene-2-methyl-4,5-di(methylsulfonyl)benzamide), C(=O)=O (CO2), BrC1=C(C=C(C=C1)Cl)C (2-bromo-5-chlorotoluene), organolithium. The product is ClC1=CC(=C(C(=O)O)C=C1)C (4-chloro-2-methylbenzoic acid). RXN SMILES: NC(N)=NC(=O)C1C=C(S(C)(=O)=O)C(S(C)(=O)=O)=CC=1C.Br[C:23]1[CH:28]=[CH:27][C:26]([Cl:29])=[CH:25][C:24]=1[CH3:30].[C:31](=[O:33])=[O:32]>>[Cl:29][C:26]1[CH:27]=[CH:28][C:23]([C:31]([OH:33])=[O:32])=[C:24]([CH3:30])[CH:25]=1. Procedure: In a process for preparing N-diaminomethylene-2-methyl-4,5-di(methylsulfonyl)benzamide, the step comprising reacting 2-bromo-5-chlorotoluene with a secondary or tertiary organolithium compound and CO2 to produce 4-chloro-2-methylbenzoic acid. Reactants: COC=1C=C2CCN(C(C2=CC1)=O)[C@@H]1CC2=CC=C(C=C2CC1)CN1CCC(CC1)OC (6-methoxy-2-[(S)-6-(4-methoxypiperidin-1-ylmethyl)-1,2,3,4-tetrahydronaphthalen-2-yl]-3,4-dihydro-2H-isoquinolin-1-one), C1(=CC=CC=C1)S (thiophenol), C([O-])([O-])=O.[K+].[K+] (potassium carbonate). Solvent: CN1CCCC1=O (NMP). Run at temperature 210 celsius. Product: OC=1C=C2CCN(C(C2=CC1)=O)[C@@H]1CC2=CC=C(C=C2CC1)CN1CCC(CC1)OC (6-Hydroxy-2-[(S)-6-(4-methoxypiperidin-1-ylmethyl)-1,2,3,4-tetrahydronaphthalen-2-yl]-3,4-dihydro-2H-isoquinolin-1-one). RXN SMILES: C[O:2][C:3]1[CH:4]=[C:5]2[C:10](=[CH:11][CH:12]=1)[C:9](=[O:13])[N:8]([C@H:14]1[CH2:23][CH2:22][C:21]3[C:16](=[CH:17][CH:18]=[C:19]([CH2:24][N:25]4[CH2:30][CH2:29][CH:28]([O:31][CH3:32])[CH2:27][CH2:26]4)[CH:20]=3)[CH2:15]1)[CH2:7][CH2:6]2.C1(S)C=CC=CC=1.C(=O)([O-])[O-].[K+].[K+]>CN1C(=O)CCC1>[OH:2][C:3]1[CH:4]=[C:5]2[C:10](=[CH:11][CH:12]=1)[C:9](=[O:13])[N:8]([C@H:14]1[CH2:23][CH2:22][C:21]3[C:16](=[CH:17][CH:18]=[C:19]([CH2:24][N:25]4[CH2:26][CH2:27][CH:28]([O:31][CH3:32])[CH2:29][CH2:30]4)[CH:20]=3)[CH2:15]1)[CH2:7][CH2:6]2 |f:2.3.4|. Procedure details: A mixture of 6-methoxy-2-[(S)-6-(4-methoxypiperidin-1-ylmethyl)-1,2,3,4-tetrahydronaphthalen-2-yl]-3,4-dihydro-2H-isoquinolin-1-one (0.59 g), NMP (2 ml), thiophenol (150 mg) and potassium carbonate (235 mg) was heated to 210° C. in a microwave reactor for 40 minutes. The cooled reaction mixture was purified by chromatography on silica gel (eluent: 9:1 dichloromethane/methanol). The product was thus obtained with the molecular weight of 420.56 (C26H32N2O3); MS (ESI): 421 (M+H+). Reactants: C(C)OC1=CC=C(C=C1)C(=O)N=C=S (4-ethoxy-1-benzenecarbonyl isothiocyanate), C(C)OC1=CC=C(C=C1)C(=O)Cl (4-ethoxy-1-benzenecarbonyl chloride), COC=1C=C2C(=CC=NC2=CC1OC)OC1=C(C=C(N)C=C1)F (4-[(6,7-Dimethoxy-4-quinolyl)oxy]-3-fluoroaniline). The solvent is C(C)O (ethanol), C(C)O (ethanol), C1(=CC=CC=C1)C (toluene). Conditions: time 2 hour. Product: C(C)OC1=CC=C(C=C1)C(=O)N=C=S (4-Ethoxy-1-benzenecarbonyl isothiocyanate), COC=1C=C2C(=CC=NC2=CC1OC)OC1=C(C=C(C=C1)NC(=S)NC(C1=CC=C(C=C1)OCC)=O)F (N-{4-[(6,7-Dimethoxy-4-quinolyl)oxy]-3-fluorophenyl}-N′-(4-ethoxybenzoyl)thiourea). The yield is 92.0%. RXN SMILES: C(OC1C=CC(C(Cl)=O)=CC=1)C.[CH3:13][O:14][C:15]1[CH:16]=[C:17]2[C:22](=[CH:23][C:24]=1[O:25][CH3:26])[N:21]=[CH:20][CH:19]=[C:18]2[O:27][C:28]1[CH:34]=[CH:33][C:31]([NH2:32])=[CH:30][C:29]=1[F:35].[CH2:36]([O:38][C:39]1[CH:44]=[CH:43][C:42]([C:45]([N:47]=[C:48]=[S:49])=[O:46])=[CH:41][CH:40]=1)[CH3:37]>C1(C)C=CC=CC=1.C(O)C>[CH2:36]([O:38][C:39]1[CH:44]=[CH:43][C:42]([C:45]([N:47]=[C:48]=[S:49])=[O:46])=[CH:41][CH:40]=1)[CH3:37].[CH3:13][O:14][C:15]1[CH:16]=[C:17]2[C:22](=[CH:23][C:24]=1[O:25][CH3:26])[N:21]=[CH:20][CH:19]=[C:18]2[O:27][C:28]1[CH:34]=[CH:33][C:31]([NH:32][C:48]([NH:47][C:45](=[O:46])[C:42]2[CH:43]=[CH:44][C:39]([O:38][CH2:36][CH3:37])=[CH:40][CH:41]=2)=[S:49])=[CH:30][C:29]=1[F:35]. Procedure details: 4-Ethoxy-1-benzenecarbonyl isothiocyanate was prepared using commercially available 4-ethoxy-1-benzenecarbonyl chloride (80 mg) as a starting compound according to the description of the literature. 4-[(6,7-Dimethoxy-4-quinolyl)oxy]-3-fluoroaniline (50 mg) was dissolved in toluene (5 ml) and ethanol (1 ml) to prepare a solution. A solution of 4-ethoxy-1-benzenecarbonyl isothiocyanate in ethanol (1 ml) was then added to the solution, and the mixture was stirred at room temperature for 2 hr. The r... Reactants: C(#N)[BH3-].[Na+] (Sodium cyanoborohydride), CC(CC(=O)N([C@H]1C[C@H](NC1)C(=O)OC)CC1=CC(=CC=C1)OC)(C)C (methyl(2S,4S)-4-[(3,3-dimethylbutanoyl)(3-methoxybenzyl)amino]tetrahydro-1H-2-pyrrolecarboxylate), C1=CC2=C(C=C1C=O)OCO2 (piperonal), C(C)(=O)O (acetic acid). Solvent: O1CCCC1 (tetrahydrofuran). Reaction conditions: time 45 minute. Yields the product O1COC2=C1C=CC(=C2)CN2[C@@H](C[C@@H](C2)N(CC2=CC(=CC=C2)OC)C(CC(C)(C)C)=O)C(=O)OC (Methyl (2S,4S)-1-(1,3-benzodioxol-5-ylmethyl)-4-[(3,3-dimethylbutanoyl)(3-methoxybenzyl)amino]tetrahydro-1H-2-pyrrolecarboxylate). Reaction SMILES: [CH3:1][C:2]([CH3:26])([CH3:25])[CH2:3][C:4]([N:6]([CH2:16][C:17]1[CH:22]=[CH:21][CH:20]=[C:19]([O:23][CH3:24])[CH:18]=1)[C@@H:7]1[CH2:11][NH:10][C@H:9]([C:12]([O:14][CH3:15])=[O:13])[CH2:8]1)=[O:5].[CH:27]1[C:32]([CH:33]=O)=[CH:31][C:30]2[O:35][CH2:36][O:37][C:29]=2[CH:28]=1.C(O)(=O)C.C([BH3-])#N.[Na+]>O1CCCC1>[O:37]1[C:29]2[CH:28]=[CH:27][C:32]([CH2:33][N:10]3[CH2:11][C@@H:7]([N:6]([C:4](=[O:5])[CH2:3][C:2]([CH3:26])([CH3:25])[CH3:1])[CH2:16][C:17]4[CH:22]=[CH:21][CH:20]=[C:19]([O:23][CH3:24])[CH:18]=4)[CH2:8][C@H:9]3[C:12]([O:14][CH3:15])=[O:13])=[CH:31][C:30]=2[O:35][CH2:36]1 |f:3.4|. Procedure details: A solution of methyl(2S,4S)-4-[(3,3-dimethylbutanoyl)(3-methoxybenzyl)amino]tetrahydro-1H-2-pyrrolecarboxylate (19b) (138 mg, 0.38 mmol), piperonal (58 mg, 0.39 mmol) and glacial acetic acid (225 μL, 3.93 mmol) in tetrahydrofuran (2.8 mL) was stirred for 30 min at room temperature. 95% Sodium cyanoborohydride (125 mg, 1.88 mmol) was added in small portions and stirring was continued for 45 min at the same temperature. After dilution with ethyl acetate (5 mL), the reaction mixture was washed with... Reactants: CCOC(=O)c1nc(C#N)c2cc(OCc3ccccc3)ccc2c1O, CCOC(C)=O, CCO, O=C[O-], [NH4+]. Product: CCOC(=O)c1nc(C#N)c2cc(O)ccc2c1O. RXN SMILES: [CH2:1]([CH3:2])[O:3][C:4](=[O:5])[c:6]1[n:7][c:8]([C:25]#[N:26])[c:9]2[cH:10][c:11]([O:17][CH2:18][c:19]3[cH:20][cH:21][cH:22][cH:23][cH:24]3)[cH:12][cH:13][c:14]2[c:15]1[OH:16].[CH3:31][CH2:32][O:33][C:34]([CH3:35])=[O:36].[CH3:37][CH2:38][OH:39].[CH:27]([O-:28])=[O:29].[NH4+:30]>>[CH2:1]([CH3:2])[O:3][C:4](=[O:5])[c:6]1[n:7][c:8]([C:25]#[N:26])[c:9]2[cH:10][c:11]([OH:17])[cH:12][cH:13][c:14]2[c:15]1[OH:16].